Task: describe an organic reaction: reactants, conditions, products, and yield. Dataset: the Open Reaction Database (ORD), a public repository of structured organic reaction records The reactants are [OH-].[Na+] (NaOH), Cl[O-].[Na+] (sodium hypochlorite), C1(CC1)C(=O)N (cyclopropanecarboxamide). Solvent: O (water). Product: [OH-].[Na+].[O-]Cl.[Na+] (NaOH NaOCl), C1(CC1)C(=O)N (cyclopropanecarboxamide). RXN SMILES: [OH-:1].[Na+:2].[Cl:3][O-].[Na+].[CH:6]1([C:9]([NH2:11])=[O:10])[CH2:8][CH2:7]1>O>[OH-:10].[Na+:2].[O-:1][Cl:3].[Na+:2].[CH:6]1([C:9]([NH2:11])=[O:10])[CH2:8][CH2:7]1 |f:0.1,2.3,6.7.8.9|. Reported procedure: To feed the reactor, an NaOH/NaOCl solution was prepared by slowly adding 434.8 g of 50 wt. % aqueous NaOH to 1533 g of 12.02 wt % aqueous sodium hypochlorite (by analysis) with constant chilling and stirring in an ice-water bath. A cyclopropanecarboxamide solution was prepared by dissolving 187 g (2.20 mol) of cyclopropanecarboxamide in 913 g of water to produce a 17 wt. % solution of cyclopropanecarboxamide. Starting materials: C(C)(C)(C)OC(CN1CCN2C(C3=C(C1)C=CC=C3)=C(C=3C=CC(=CC32)C(=O)OC)C3CCCCC3)=O (methyl 6-(2-tert-butoxy-2-oxoethyl)-14-cyclohexyl-5,6,7,8-tetrahydroindolo[2,1-a][2,5]benzodiazocine-11-carboxylate), C(=O)(C(F)(F)F)O (TFA). Run in C(Cl)Cl.O (DCM H2O). Product: C1(CCCCC1)C=1C=2C=CC(=CC2N2C1C1=C(CN(CC2)CC(=O)O)C=CC=C1)C(=O)OC ([14-cyclohexyl-11-(methoxycarbonyl)-7,8-dihydroindolo[2,1-a][2,5]benzodiazocin-6(5H)-yl]acetic acid). As a reaction SMILES: C([O:5][C:6](=[O:37])[CH2:7][N:8]1[CH2:15][C:14]2[CH:16]=[CH:17][CH:18]=[CH:19][C:13]=2[C:12]2=[C:20]([CH:31]3[CH2:36][CH2:35][CH2:34][CH2:33][CH2:32]3)[C:21]3[CH:22]=[CH:23][C:24]([C:27]([O:29][CH3:30])=[O:28])=[CH:25][C:26]=3[N:11]2[CH2:10][CH2:9]1)(C)(C)C.C(O)(C(F)(F)F)=O>C(Cl)Cl.O>[CH:31]1([C:20]2[C:21]3[CH:22]=[CH:23][C:24]([C:27]([O:29][CH3:30])=[O:28])=[CH:25][C:26]=3[N:11]3[CH2:10][CH2:9][N:8]([CH2:7][C:6]([OH:37])=[O:5])[CH2:15][C:14]4[CH:16]=[CH:17][CH:18]=[CH:19][C:13]=4[C:12]=23)[CH2:36][CH2:35][CH2:34][CH2:33][CH2:32]1 |f:2.3|. Procedure: To a solution of methyl 6-(2-tert-butoxy-2-oxoethyl)-14-cyclohexyl-5,6,7,8-tetrahydroindolo[2,1-a][2,5]benzodiazocine-11-carboxylate in a 1:1 mixture DCM/H2O (0.05 M) was added a large excess (>100 eq) of TFA and the solution heated for 4 h at 45° C. The volatiles were then removed in vacuo and the crude product was used in the next step without further purification; MS (ES+) m/z 447 (M+H)+. Run at temperature 45 celsius. Reactants: CCc1cc2c(=O)n(CC(=O)c3ccc(F)cc3)c(=O)n(Cc3ccc(-c4ccccc4-c4noc(=O)[nH]4)cc3)c2s1, CCO, ClC(Cl)Cl, Cl, Cl, NOCc1ccccc1, O, c1ccncc1. Product: CCc1cc2c(=O)n(CC(=NOCc3ccccc3)c3ccc(F)cc3)c(=O)n(Cc3ccc(-c4ccccc4-c4noc(=O)[nH]4)cc3)c2s1. As a reaction SMILES: [CH2:1]([CH3:2])[c:3]1[cH:4][c:5]2[c:6]([n:7]([CH2:23][c:24]3[cH:25][cH:26][c:27](-[c:30]4[c:31](-[c:36]5[n:37][o:38][c:39](=[O:41])[nH:40]5)[cH:32][cH:33][cH:34][cH:35]4)[cH:28][cH:29]3)[c:8](=[O:22])[n:9]([CH2:12][C:13](=[O:14])[c:15]3[cH:16][cH:17][c:18]([F:21])[cH:19][cH:20]3)[c:10]2=[O:11])[s:42]1.[CH3:65][CH2:66][OH:67].[CH:61]([Cl:62])([Cl:63])[Cl:64].[ClH:43].[ClH:59].[NH2:44][O:45][CH2:46][c:47]1[cH:48][cH:49][cH:50][cH:51][cH:52]1.[OH2:60].[cH:53]1[cH:54][cH:55][n:56][cH:57][cH:58]1>>[CH2:1]([CH3:2])[c:3]1[cH:4][c:5]2[c:6]([n:7]([CH2:23][c:24]3[cH:25][cH:26][c:27](-[c:30]4[c:31](-[c:36]5[n:37][o:38][c:39](=[O:41])[nH:40]5)[cH:32][cH:33][cH:34][cH:35]4)[cH:28][cH:29]3)[c:8](=[O:22])[n:9]([CH2:12][C:13]([c:15]3[cH:16][cH:17][c:18]([F:21])[cH:19][cH:20]3)=[N:44][O:45][CH2:46][c:47]3[cH:48][cH:49][cH:50][cH:51][cH:52]3)[c:10]2=[O:11])[s:42]1. Starting materials: [H][H] (hydrogen), FC=1C(=C2CC(NC2=CC1)=O)/C(=C/C(C=1NC=CC1)=O)/I ((Z)-5-fluoro-4-[1-iodo-3-oxo-3-(1H-pyrrol-2-yl)-propenyl]-1,3-dihydro-indol-2-one), C(C)(C)(C)OC(NCCS)=O (tert-butyl-N-(2-mercaptoethyl)-carbamate), [H-].[Na+] (NaH). Conditions: temperature 120 celsius, time 2 hour. Product: C(C)(C)(C)OC(NCCSC=1C=C(C=2C(NC3=CC=C(C1C23)F)=O)C=2NC=CC2)=O ([2-[6-fluoro-2-oxo-3-(1H-pyrrol-2-yl)-1,2-dihydro-benzo[cd]indol-5-ylsulfanyl]-ethyl]-carbamic acid tert-butyl ester). Reaction SMILES: [F:1][C:2]1[C:3](/[C:12](/I)=[CH:13]/[C:14](=O)[C:15]2[NH:16][CH:17]=[CH:18][CH:19]=2)=[C:4]2[C:8](=[CH:9][CH:10]=1)[NH:7][C:6](=[O:11])[CH2:5]2.[C:22]([O:26][C:27](=[O:32])[NH:28][CH2:29][CH2:30][SH:31])([CH3:25])([CH3:24])[CH3:23].[H-].[Na+].[H][H]>>[C:22]([O:26][C:27](=[O:32])[NH:28][CH2:29][CH2:30][S:31][C:12]1[CH:13]=[C:14]([C:15]2[NH:16][CH:17]=[CH:18][CH:19]=2)[C:5]2[C:6](=[O:11])[NH:7][C:8]3[C:4]=2[C:3]=1[C:2]([F:1])=[CH:10][CH:9]=3)([CH3:25])([CH3:23])[CH3:24] |f:2.3|. Procedure: A mixture of (Z)-5-fluoro-4-[1-iodo-3-oxo-3-(1H-pyrrol-2-yl)-propenyl]-1,3-dihydro-indol-2-one (from Example 8 above) (600 mg, 1.28 mmol) and neat tert-butyl-N-(2-mercaptoethyl)-carbamate (Aldrich, 19 mL) was treated with NaH (Aldrich, 460 mg, 19.15 mmol) in small portions e within a period of 30 minutes at room temperature. After the evolution of hydrogen had stopped, 55 the mixture was heated gradually to 120° C. The viscous slurry was stirred at this temperature for 2 hours and then allowed t... Reactants: FC1=CC2=C(C(=CO2)COC2=C3C=C(NC3=CC=C2)C(=O)O)C=C1 (4-(6-fluoro-benzofuran-3-ylmethoxy)-1H-indole-2-carboxylic acid), Cl.Cl.Cl.NC1CCN(CC1)C[C@H](C)N1C[C@@H]([C@H](CC1)O)C ((3S,4S)-1-[(S)-2-(4-Amino-piperidin-1-yl)-1-methyl-ethyl]-3-methyl-piperidin-4-ol tri-hydrochloride). Yields the product O[C@@H]1[C@H](CN(CC1)[C@H](CN1CCC(CC1)NC(=O)C=1NC2=CC=CC(=C2C1)OCC1=COC2=C1C=CC(=C2)F)C)C (4-(6-Fluoro-benzofuran-3-ylmethoxy)-1H-indole-2-carboxylic acid {1-[(S)-2-((3S,4S)-4-hydroxy-3-methyl-piperidin-1-yl)-propyl]-piperidin-4-yl}-amide). As a reaction SMILES: [F:1][C:2]1[CH:24]=[CH:23][C:5]2[C:6]([CH2:9][O:10][C:11]3[CH:19]=[CH:18][CH:17]=[C:16]4[C:12]=3[CH:13]=[C:14]([C:20]([OH:22])=O)[NH:15]4)=[CH:7][O:8][C:4]=2[CH:3]=1.Cl.Cl.Cl.[NH2:28][CH:29]1[CH2:34][CH2:33][N:32]([CH2:35][C@@H:36]([N:38]2[CH2:43][CH2:42][C@H:41]([OH:44])[C@@H:40]([CH3:45])[CH2:39]2)[CH3:37])[CH2:31][CH2:30]1>>[OH:44][C@H:41]1[CH2:42][CH2:43][N:38]([C@@H:36]([CH3:37])[CH2:35][N:32]2[CH2:31][CH2:30][CH:29]([NH:28][C:20]([C:14]3[NH:15][C:16]4[C:12]([CH:13]=3)=[C:11]([O:10][CH2:9][C:6]3[C:5]5[CH:23]=[CH:24][C:2]([F:1])=[CH:3][C:4]=5[O:8][CH:7]=3)[CH:19]=[CH:18][CH:17]=4)=[O:22])[CH2:34][CH2:33]2)[CH2:39][C@@H:40]1[CH3:45] |f:1.2.3.4|. Reported procedure: This compound is synthesized analogously to example 1 from 4-(6-fluoro-benzofuran-3-ylmethoxy)-1H-indole-2-carboxylic acid, 106 (see example 55) and amine 56. Product: COc1ccc(C(=O)CCCCCBr)cc1OC. Reaction SMILES: [Al+3:22].[Br:2][CH2:3][CH2:4][CH2:5][CH2:6][CH2:7][C:8](=[O:9])[OH:10].[CH3:11][O:12][c:13]1[cH:14][cH:15][cH:16][cH:17][c:18]1[O:19][CH3:20].[Cl-:1].[Cl-:21].[Cl-:23].[Cl-:24].[ClH:25].[S:26]=[C:27]=[S:28].[cH:29]1[cH:30][cH:31][cH:32][cH:33][cH:34]1>>[Br:2][CH2:3][CH2:4][CH2:5][CH2:6][CH2:7][C:8](=[O:10])[c:16]1[cH:15][cH:14][c:13]([O:12][CH3:11])[c:18]([O:19][CH3:20])[cH:17]1. Starting materials: [Al+3], O=C(O)CCCCCBr, COc1ccccc1OC, [Cl-], [Cl-], [Cl-], [Cl-], Cl, S=C=S, c1ccccc1. Reactants: C(C)(=O)NC1=CC(=C(C(=O)O)C=C1)[N+](=O)[O-] (4-acetylamino-2-nitrobenzoic acid), C(C)O (ethyl alcohol). Solvent: Cl (hydrochloric acid). The product is C(C)OC(C1=C(C=C(C=C1)N)[N+](=O)[O-])=O (4-Amino-2-nitrobenzoic acid ethyl ester). RXN SMILES: C([NH:4][C:5]1[CH:13]=[CH:12][C:8]([C:9]([OH:11])=[O:10])=[C:7]([N+:14]([O-:16])=[O:15])[CH:6]=1)(=O)C.[CH2:17](O)[CH3:18]>Cl>[CH2:17]([O:11][C:9](=[O:10])[C:8]1[CH:12]=[CH:13][C:5]([NH2:4])=[CH:6][C:7]=1[N+:14]([O-:16])=[O:15])[CH3:18]. Reported procedure: A solution of 4-acetylamino-2-nitrobenzoic acid (1.80 g, 8.0 mmol) in 12 N hydrochloric acid (14 mL) and absolute ethyl alcohol (10 mL) was heated to 90°-100° C. for 5 h. Concentrated down in vacuo to remove ethyl alcohol only, adjusted pH to 4 with 1N sodium hydroxide and filtered off precipitate to give 140 mg (Y: 8%) of the title compound; 1H-NMR (CDCl3): δ7.61 (d, J=8.5 Hz, 1H), 6.82 (d, J=2.1 Hz, 1H), 6.74 (dd, J=8.5, 2.1 Hz, 1H), 6.52 (bs, 2H), 4.17 (q, J=7.1 Hz, 2H), 1.21 (t, J=7.1 Hz, 3H... Reactants: C(C)(C)(C)NC(=O)C1=CN(C2=NC=C(N=C21)C2=NN(C1=CC=C(C=C21)OC(F)F)CC2CN(C2)C)COCC[Si](C)(C)C (N-tert-butyl-2-(5-(difluoromethoxy)-1-((1-methylazetidin-3-yl)methyl)-1H-indazol-3-yl)-5-((2-(trimethylsilyl)ethoxy)methyl)-5H-pyrrolo[2,3-b]pyrazine-7-carboxamide), FC(C(=O)O)(F)F (trifluoroacetic acid). Run in ClCCl (dichloromethane). Run at time 15 hour. The product is C(C)(C)(C)NC(=O)C1=CNC2=NC=C(N=C21)C2=NN(C1=CC=C(C=C21)OC(F)F)CC2CN(C2)C (2-[5-difluoromethoxy-1-(1-methyl-azetidin-3-ylmethyl)-1H-indazol-3-yl]-5H-pyrrolo[2,3-b]pyrazine-7-carboxylic acid tert-butylamide). Yield: 69.2%. As a reaction SMILES: [C:1]([NH:5][C:6]([C:8]1[C:16]2[C:11](=[N:12][CH:13]=[C:14]([C:17]3[C:25]4[C:20](=[CH:21][CH:22]=[C:23]([O:26][CH:27]([F:29])[F:28])[CH:24]=4)[N:19]([CH2:30][CH:31]4[CH2:34][N:33]([CH3:35])[CH2:32]4)[N:18]=3)[N:15]=2)[N:10](COCC[Si](C)(C)C)[CH:9]=1)=[O:7])([CH3:4])([CH3:3])[CH3:2].FC(F)(F)C(O)=O>ClCCl>[C:1]([NH:5][C:6]([C:8]1[C:16]2[C:11](=[N:12][CH:13]=[C:14]([C:17]3[C:25]4[C:20](=[CH:21][CH:22]=[C:23]([O:26][CH:27]([F:28])[F:29])[CH:24]=4)[N:19]([CH2:30][CH:31]4[CH2:32][N:33]([CH3:35])[CH2:34]4)[N:18]=3)[N:15]=2)[NH:10][CH:9]=1)=[O:7])([CH3:4])([CH3:3])[CH3:2]. Procedure: To a stirred solution of N-tert-butyl-2-(5-(difluoromethoxy)-1-((1-methylazetidin-3-yl)methyl)-1H-indazol-3-yl)-5-((2-(trimethylsilyl)ethoxy)methyl)-5H-pyrrolo[2,3-b]pyrazine-7-carboxamide (33 mg, 53.8 μmol) in dichloromethane (2 mL) was added trifluoroacetic acid (1 mL). After stirring at room temperature for 15 h the mixture was concentrated in vacuo then 25 mL of a Jan. 10, 1960 mixture of ammonium hydroxide/methanol/dichloromethane solution was added. After 1 h, the mixture was concentrated ... The reactants are O1CCN(CC1)C1=CC=CC(=N1)C1=CN(C2=CC=C(C=C12)B1OC(C(O1)(C)C)(C)C)C(=O)OC(C)(C)C (tert-butyl 3-(6-morpholinopyridin-2-yl)-5-(4,4,5,5-tetramethyl-1,3,2-dioxaborolan-2-yl)-1H-indole-1-carboxylate), BrC=1SC(=NN1)Br (2,5-dibromo-1,3,4-thiadiazole), C([O-])([O-])=O.[K+].[K+] (potassium carbonate). The reagents and catalysts are C=1C=CC(=CC1)[P](C=2C=CC=CC2)(C=3C=CC=CC3)[Pd]([P](C=4C=CC=CC4)(C=5C=CC=CC5)C=6C=CC=CC6)([P](C=7C=CC=CC7)(C=8C=CC=CC8)C=9C=CC=CC9)[P](C=1C=CC=CC1)(C=1C=CC=CC1)C=1C=CC=CC1 (Pd(PPh3)4). Run in C(Cl)Cl (DCM), O1CCOCC1.O (p-dioxane H2O). Run at temperature 100 celsius. The product is BrC1=NN=C(S1)C=1C=C2C(=CNC2=CC1)C1=CC=CC(=N1)N1CCOCC1 (4-(6-(5-(5-bromo-1,3,4-thiadiazol-2-yl)-1H-indol-3-yl)pyridin-2-yl)morpholine). Isolated yield 16.4%. As a reaction SMILES: [O:1]1[CH2:6][CH2:5][N:4]([C:7]2[N:12]=[C:11]([C:13]3[C:21]4[C:16](=[CH:17][CH:18]=[C:19](B5OC(C)(C)C(C)(C)O5)[CH:20]=4)[N:15](C(OC(C)(C)C)=O)[CH:14]=3)[CH:10]=[CH:9][CH:8]=2)[CH2:3][CH2:2]1.[Br:38][C:39]1[S:40][C:41](Br)=[N:42][N:43]=1.C(=O)([O-])[O-].[K+].[K+]>O1CCOCC1.O.C(Cl)Cl.C1C=CC([P]([Pd]([P](C2C=CC=CC=2)(C2C=CC=CC=2)C2C=CC=CC=2)([P](C2C=CC=CC=2)(C2C=CC=CC=2)C2C=CC=CC=2)[P](C2C=CC=CC=2)(C2C=CC=CC=2)C2C=CC=CC=2)(C2C=CC=CC=2)C2C=CC=CC=2)=CC=1>[Br:38][C:39]1[S:40][C:41]([C:19]2[CH:20]=[C:21]3[C:16](=[CH:17][CH:18]=2)[NH:15][CH:14]=[C:13]3[C:11]2[N:12]=[C:7]([N:4]3[CH2:5][CH2:6][O:1][CH2:2][CH2:3]3)[CH:8]=[CH:9][CH:10]=2)=[N:42][N:43]=1 |f:2.3.4,5.6,^1:64,66,85,104|. Reported procedure: A glass microwave reaction vessel was charged with tert-butyl 3-(6-morpholinopyridin-2-yl)-5-(4,4,5,5-tetramethyl-1,3,2-dioxaborolan-2-yl)-1H-indole-1-carboxylate (250 mg, 0.495 mmol) and 2,5-dibromo-1,3,4-thiadiazole (133 mg, 0.544 mmol) in p-dioxane/H2O (4:1, 4.5 mL) followed by potassium carbonate (205 mg, 1.484 mmol) and Pd(PPh3)4 (28.6 mg, 0.025 mmol). The reaction was stirred and heated in a Initiator microwave reactor (Personal Chemistry, Biotage AB, Inc., Uppsala, Sweden) at 100° C. for ... Reactants: C(C1=CC=CC=C1)O[C@@H](C(=O)N[C@@H]1[C@H]([C@H]([C@@H](C1)N1C2=NC(=NC(=C2N=C1)Cl)Cl)O)O)C ((R)-2-benzyloxy-N-[(1S,2R,3S,4R)-4-(2,6-dichloro-purin-9-yl)-2,3-dihydroxy-cyclopentyl]-propionamide), C(C)(C)(C)OCCC(=O)O (3-tert-butoxypropionic acid). The product is C(C)(C)(C)OCCC(=O)N[C@@H]1[C@H]([C@H]([C@@H](C1)N1C2=NC(=NC(=C2N=C1)Cl)Cl)O)O (3-tert-Butoxy-N-[(1S,2R,3S,4R)-4-(2,6-dichloro-purin-9-yl)-2,3-dihydroxy-cyclopentyl]-propionamide). Reaction SMILES: C(O[C@H:9]([CH3:31])[C:10]([NH:12][C@H:13]1[CH2:17][C@@H:16]([N:18]2[CH:26]=[N:25][C:24]3[C:19]2=[N:20][C:21]([Cl:28])=[N:22][C:23]=3[Cl:27])[C@H:15]([OH:29])[C@@H:14]1[OH:30])=[O:11])C1C=CC=CC=1.[C:32]([O:36]CCC(O)=O)([CH3:35])([CH3:34])[CH3:33]>>[C:32]([O:36][CH2:31][CH2:9][C:10]([NH:12][C@H:13]1[CH2:17][C@@H:16]([N:18]2[CH:26]=[N:25][C:24]3[C:19]2=[N:20][C:21]([Cl:28])=[N:22][C:23]=3[Cl:27])[C@H:15]([OH:29])[C@@H:14]1[OH:30])=[O:11])([CH3:35])([CH3:34])[CH3:33]. Procedure: The title compound is prepared as described for (R)-2-benzyloxy-N-[(1S,2R,3S,4R)-4-(2,6-dichloro-purin-9-yl)-2,3-dihydroxy-cyclopentyl]-propionamide (Example 181, Step 1), by replacing (R)-2-benzyloxy-propionic acid with 3-tert-butoxypropionic acid.